This data is from the Open Reaction Database (ORD), a public repository of structured organic reaction records. The task is: describe an organic reaction: reactants, conditions, products, and yield Starting materials: C(C)(C)NC(C)C (diisopropylamine), C(O)([O-])=O.[Na+] (sodium hydrogen carbonate), C12(C(=O)CC(CC1)C2(C)C)C (camphor), C(C)=O (acetaldehyde). Solvent: C1CCOC1 (THF), O1CCCC1 (tetrahydrofuran), CCCCCC (hexane), C1CCOC1 (THF), C1CCOC1 (THF). Conditions: time 15 minute. The product is OC(C)C1C(C2(CCC1C2(C)C)C)=O (3-(1-hydroxyethyl)-camphor). Isolated yield 80.1%. Reaction SMILES: C(NC(C)C)(C)C.[C:8]12([CH3:18])[C:15]([CH3:17])([CH3:16])[CH:12]([CH2:13][CH2:14]1)[CH2:11][C:9]2=[O:10].[CH:19](=[O:21])[CH3:20].C(=O)([O-])O.[Na+]>C1COCC1.CCCCCC>[OH:21][CH:19]([CH:11]1[CH:12]2[C:15]([CH3:17])([CH3:16])[C:8]([CH3:18])([CH2:14][CH2:13]2)[C:9]1=[O:10])[CH3:20] |f:3.4|. Reported procedure: 2.50 ml of 2.5 M n-butylithium hexane solution was added dropwise a tetrahydrofuran solution comprising 4 ml THF and 1.00 ml diisopropylamine at -78° C. and the mixture was stirred for 15 minutes. Then, a THF solution comprising 4 ml THF and 0.91 g camphor was added dropwise to the above solution at -78° C., then the solution was further admixed with 0.27 g of acetaldehyde and stirred for 15 minutes. This reaction solution was admixed with 50 ml of a saturated sodium hydrogen carbonate aqueous s...